This data is from the Open Reaction Database (ORD), a public repository of structured organic reaction records. The task is: describe an organic reaction: reactants, conditions, products, and yield The reactants are CON=C(C(=O)OCC)C1(CCl)OCCO1 (ethyl 2-methoxyimino-3,3-ethylenedioxy-4-chlorobutyrate), aqueous solution, [OH-].[Na+] (sodium hydroxide). The solvent is C(C)O (ethanol). Reaction conditions: time 2 hour. Product: CON=C(C(=O)O)C1(CCl)OCCO1 (2-methoxyimino-3,3-ethylenedioxy-4-chlorobutyric acid). Yield: 83.3%. Reaction SMILES: [CH3:1][O:2][N:3]=[C:4]([C:10]1([O:16][CH2:15][CH2:14][O:13]1)[CH2:11][Cl:12])[C:5]([O:7]CC)=[O:6].[OH-].[Na+]>C(O)C>[CH3:1][O:2][N:3]=[C:4]([C:10]1([O:13][CH2:14][CH2:15][O:16]1)[CH2:11][Cl:12])[C:5]([OH:7])=[O:6] |f:1.2|. Reported procedure: To a solution of ethyl 2-methoxyimino-3,3-ethylenedioxy-4-chlorobutyrate (syn isomer, 7.3 g) in ethanol (35 ml) was added 1N aqueous solution of sodium hydroxide (35 ml) and the mixture was stirred for 2 hours at 40°-45° C. and then evaporated under reduced pressure. To the residue was added a saturated aqueous solution of sodium chloride (50 ml) and the mixture was washed with diethyl ether (60 ml). The aqueous layer was separated and then diethyl ether (100 ml) was added thereto. The mixture w... Reactants: CN(C)c1cc(NC(=O)OC(C)(C)C)c(NC(=O)CC(=O)c2cccc(-n3cccn3)c2)cc1C(F)(F)F, ClCCl, O=C(O)C(F)(F)F. Yields the product CN(C)c1cc2c(cc1C(F)(F)F)NC(=O)CC(c1cccc(-n3cccn3)c1)=N2. RXN SMILES: [C:1]([O:2][C:3](=[O:4])[NH:7][c:8]1[c:9]([NH:21][C:22]([CH2:23][C:24](=[O:5])[c:25]2[cH:26][c:27](-[n:31]3[n:32][cH:33][cH:34][cH:35]3)[cH:28][cH:29][cH:30]2)=[O:37])[cH:10][c:11]([C:17]([F:18])([F:19])[F:20])[c:12]([N:14]([CH3:15])[CH3:16])[cH:13]1)([CH3:6])([CH3:36])[CH3:38].[Cl:46][CH2:47][Cl:48].[F:39][C:40]([F:41])([F:42])[C:43]([OH:44])=[O:45]>>[N:7]1=[C:24]([c:25]2[cH:26][c:27](-[n:31]3[n:32][cH:33][cH:34][cH:35]3)[cH:28][cH:29][cH:30]2)[CH2:23][C:22](=[O:37])[NH:21][c:9]2[c:8]1[cH:13][c:12]([N:14]([CH3:15])[CH3:16])[c:11]([C:17]([F:18])([F:19])[F:20])[cH:10]2. RXN SMILES: [C:27](=[O:28])([O-:29])[O-:30].[CH3:33][C:34]#[N:35].[CH3:36][CH2:37][O:38][C:39]([CH3:40])=[O:41].[Cs+:31].[Cs+:32].[NH2:19][c:20]1[n:21][cH:22][n:23][c:24]([Cl:26])[cH:25]1.[OH:1][B:2]1[O:3][CH:4]([CH2:13][C:14](=[O:15])[O:16][CH2:17][CH3:18])[c:5]2[c:6]1[cH:7][c:8]([OH:12])[cH:9][c:10]2[CH3:11]>>[OH:1][B:2]1[O:3][CH:4]([CH2:13][C:14](=[O:15])[O:16][CH2:17][CH3:18])[c:5]2[c:6]1[cH:7][c:8]([O:12][c:24]1[n:23][cH:22][n:21][c:20]([NH2:19])[cH:25]1)[cH:9][c:10]2[CH3:11]. Product: CCOC(=O)CC1OB(O)c2cc(Oc3cc(N)ncn3)cc(C)c21. Reactants: O=C([O-])[O-], CC#N, CCOC(C)=O, [Cs+], [Cs+], Nc1cc(Cl)ncn1, CCOC(=O)CC1OB(O)c2cc(O)cc(C)c21. As a reaction SMILES: [C:1]1([C:7]2[CH:8]=[C:9]([OH:13])[CH:10]=[CH:11][CH:12]=2)[CH:6]=[CH:5][CH:4]=[CH:3][CH:2]=1.C([O:16][C:17]([C:19]1[N:20]=[C:21]([CH2:24]Br)[S:22][CH:23]=1)=[O:18])C>>[C:7]1([C:1]2[CH:2]=[CH:3][CH:4]=[CH:5][CH:6]=2)[CH:12]=[CH:11][CH:10]=[C:9]([O:13][CH2:24][C:21]2[S:22][CH:23]=[C:19]([C:17]([OH:18])=[O:16])[N:20]=2)[CH:8]=1. Yields the product C1(=CC(=CC=C1)OCC=1SC=C(N1)C(=O)O)C1=CC=CC=C1 (2-(Biphenyl-3-yloxymethyl)-thiazole-4-carboxylic acid). Procedure: 2-(Biphenyl-3-yloxymethyl)-thiazole-4-carboxylic acid was prepared using general procedure B from 3-phenylphenol (available from Aldrich, Milwaukee, Wis.) and 2-bromomethyl-thiazole-4-carboxylic acid ethyl ester (Intermediate 3). Yield: 65 mg. Mass spectrum (ES) MH+=312. Starting materials: C1(=CC=CC=C1)C=1C=C(C=CC1)O (3-phenylphenol), C(C)OC(=O)C=1N=C(SC1)CBr (2-bromomethyl-thiazole-4-carboxylic acid ethyl ester), C(C)OC(=O)C=1N=C(SC1)CBr (2-bromomethyl-thiazole-4-carboxylic acid ethyl ester). The reactants are [N+](=O)([O-])C=1C=C2C3(C(N(C2=CC1)C)N(CC3)C)C (1,2,3,3a,8,8a-Hexahydro-5-nitro-1,3a,8-trimethylpyrrolo[2,3-b]indole), C(C)(=O)OCC (ethyl acetate). Reagents/catalysts: O=[Pt]=O (PtO2). Reaction conditions: temperature 0 celsius, time 2 hour. Yields the product C(C1=CC=CC=C1)OC(=O)NC=1C=C2C3(C(N(C2=CC1)C)N(CC3)C)C (5-(benzoxycarbonylamino)-1,2,3,3a,8,8a-hexahydro-1,3a,8-trimethylpyrrolo-[2,3-b]indole). RXN SMILES: [N+:1]([C:4]1[CH:5]=[C:6]2[C:10](=[CH:11][CH:12]=1)[N:9]([CH3:13])[CH:8]1[N:14]([CH3:17])[CH2:15][CH2:16][C:7]21[CH3:18])([O-])=O.[C:19]([O:22][CH2:23][CH3:24])(=[O:21])C>O=[Pt]=O>[CH2:23]([O:22][C:19]([NH:1][C:4]1[CH:5]=[C:6]2[C:10](=[CH:11][CH:12]=1)[N:9]([CH3:13])[CH:8]1[N:14]([CH3:17])[CH2:15][CH2:16][C:7]21[CH3:18])=[O:21])[C:24]1[CH:6]=[CH:5][CH:4]=[CH:12][CH:11]=1. Procedure: 1,2,3,3a,8,8a-Hexahydro-5-nitro-1,3a,8-trimethylpyrrolo[2,3-b]indole (2.2 g) was dissolved in ethyl acetate (100 ml) and hydrogenated in a Parr apparatus at 45 psi using PtO2 (220 mg) as a catalyst. The reduction was complete within 2 hours. The reduction was filtered directly into a nitrogen flushed flask. 4-Dimethylaminopyridine (0.100 g) and triethylamine (0.9 g) were added, the mixture was cooled to 0° C. and a solution of benzylchloroformate (1.5 g) in ethyl acetate (100 ml) was added over ... The product is BrC1=C(C=C2N=C(C=3N(C2=C1)C=CN3)Cl)C(F)(F)F (8-bromo-4-chloro-7-(trifluoromethyl)imidazo[1,2-a]quinoxaline). Solvent: O (water), [OH-].[Na+] (sodium hydroxide). As a reaction SMILES: [Br:1][C:2]1[CH:11]=[C:10]2[C:5]([NH:6][C:7](=O)[C:8]3[N:9]2[CH:12]=[CH:13][N:14]=3)=[CH:4][C:3]=1[C:16]([F:19])([F:18])[F:17].CN(C)C1C=CC=CC=1.P(Cl)(Cl)([Cl:31])=O>O.[OH-].[Na+]>[Br:1][C:2]1[CH:11]=[C:10]2[C:5]([N:6]=[C:7]([Cl:31])[C:8]3[N:9]2[CH:12]=[CH:13][N:14]=3)=[CH:4][C:3]=1[C:16]([F:19])([F:18])[F:17] |f:4.5|. Procedure details: 8-Bromo-7-(trifluoromethyl)imidazo[1,2-a]quinoxalin-4(5H)-one (9.4 g, 0.0283 mol) is stirred under nitrogen with N,N-dimethylaniline (14.5 mL, 0.1123 mol) and phosphoryl chloride (190 mL, 2.0119 mol) at reflux (120° C.) for 1.5 hour. After cooling down to room temperature, the mixture is slowly poured in a mixture of water (2 L) and sodium hydroxide 5N (1 L) below 10° C. The mixture is extracted four times with ethyl acetate (200 mL) and the combined organic phases are washed with water (200 mL)... Reactants: BrC1=C(C=C2NC(C=3N(C2=C1)C=CN3)=O)C(F)(F)F (8-Bromo-7-(trifluoromethyl)imidazo[1,2-a]quinoxalin-4(5H)-one), CN(C1=CC=CC=C1)C (N,N-dimethylaniline), P(=O)(Cl)(Cl)Cl (phosphoryl chloride). Conditions: temperature 120 celsius. The yield is 80.4%.